This data is from the Open Reaction Database (ORD), a public repository of structured organic reaction records. The task is: describe an organic reaction: reactants, conditions, products, and yield The reactants are COC=1C=C2CCC(NC2=CC1)=O (6-Methoxy-3,4-dihydro-1H-quinolin-2-one), ClCCCI (1-chloro-3-iodopropane), C(=O)([O-])[O-].[Cs+].[Cs+] (Cs2CO3), C(=O)([O-])[O-].[K+].[K+] (K2CO3), C(CCC)C1CCNCC1 (4-butylpiperidine). Solvent: O (Water), C(C)#N (acetonitrile), O (Water). Conditions: time 16 hour. The product is C(CCC)C1CCN(CC1)CCCN1C(CCC2=CC=CC=C12)=O (1-[3-(4-Butyl-piperidin-1-yl)-propyl]-3,4-dihydro-1H-quinolin-2-one). Reaction SMILES: CO[C:3]1[CH:4]=[C:5]2[C:10](=[CH:11][CH:12]=1)[NH:9][C:8](=[O:13])[CH2:7][CH2:6]2.Cl[CH2:15][CH2:16][CH2:17]I.C([O-])([O-])=O.[Cs+].[Cs+].C([O-])([O-])=O.[K+].[K+].[CH2:31]([CH:35]1[CH2:40][CH2:39][NH:38][CH2:37][CH2:36]1)[CH2:32][CH2:33][CH3:34]>C(#N)C.O>[CH2:31]([CH:35]1[CH2:40][CH2:39][N:38]([CH2:15][CH2:16][CH2:17][N:9]2[C:10]3[C:5](=[CH:4][CH:3]=[CH:12][CH:11]=3)[CH2:6][CH2:7][C:8]2=[O:13])[CH2:37][CH2:36]1)[CH2:32][CH2:33][CH3:34] |f:2.3.4,5.6.7|. Procedure details: 6-Methoxy-3,4-dihydro-1H-quinolin-2-one (108 mg, 0.61 mmol), 1-chloro-3-iodopropane (64 μl, 0.6 mmol) and Cs2CO3 (290 mg, 0.9 mmol) in acetonitrile (2 mL) were shaken at 60° C. for 14 h then the reaction was cooled to room temperature. Water (5 mL) was added and the product was extracted with ethyl acetate (2×10 mL). The organic layer was dried (Na2SO4), filtered and concentrated in vacuo. The syrup was dissolved in acetonitrile (4 mL). KI (83 mg, 3.6 mmol), K2CO3 (100 mg, 0.6 mmol) and 4-butylp... Reactants: O1C(=CC=C1)C=1OC(=C(N1)COC1=C(C=C(COC2=NN(C=C2/C=C/C(=O)OCC)C2=CC=CC=C2)C=C1)OC)C (ethyl (2E)-3-{3-[(4-{[2-(2-furyl)-5-methyl-1,3-oxazol-4-yl]methoxy}-3-methoxybenzyl)oxy]-1-phenyl-1H-pyrazol-4-yl}-2-propenoate), O1CCCC1 (tetrahydrofuran), [OH-].[Na+] (sodium hydroxide), Cl (hydrochloric acid). Run in C(C)O (ethanol), O (water). Yields the product O1C(=CC=C1)C=1OC(=C(N1)COC1=C(C=C(COC2=NN(C=C2/C=C/C(=O)O)C2=CC=CC=C2)C=C1)OC)C ((2E)-3-{3-[(4-{[2-(2-furyl)-5-methyl-1,3-oxazol-4-yl]methoxy}-3-methoxybenzyl)oxy]-1-phenyl-1H-pyrazol-4-yl}-2-propenoic acid). Isolated yield 89.4%. RXN SMILES: [O:1]1[CH:5]=[CH:4][CH:3]=[C:2]1[C:6]1[O:7][C:8]([CH3:41])=[C:9]([CH2:11][O:12][C:13]2[CH:38]=[CH:37][C:16]([CH2:17][O:18][C:19]3[C:23](/[CH:24]=[CH:25]/[C:26]([O:28]CC)=[O:27])=[CH:22][N:21]([C:31]4[CH:36]=[CH:35][CH:34]=[CH:33][CH:32]=4)[N:20]=3)=[CH:15][C:14]=2[O:39][CH3:40])[N:10]=1.O1CCCC1.[OH-].[Na+].Cl>O.C(O)C>[O:1]1[CH:5]=[CH:4][CH:3]=[C:2]1[C:6]1[O:7][C:8]([CH3:41])=[C:9]([CH2:11][O:12][C:13]2[CH:38]=[CH:37][C:16]([CH2:17][O:18][C:19]3[C:23](/[CH:24]=[CH:25]/[C:26]([OH:28])=[O:27])=[CH:22][N:21]([C:31]4[CH:36]=[CH:35][CH:34]=[CH:33][CH:32]=4)[N:20]=3)=[CH:15][C:14]=2[O:39][CH3:40])[N:10]=1 |f:2.3|. Procedure details: To a mixture of ethyl (2E)-3-{3-[(4-{[2-(2-furyl)-5-methyl-1,3-oxazol-4-yl]methoxy}-3-methoxybenzyl)oxy]-1-phenyl-1H-pyrazol-4-yl}-2-propenoate (0.66 g), tetrahydrofuran (5 mL) and ethanol (5 mL) was added 1N aqueous sodium hydroxide solution (5 mL), and the mixture was heated under reflux for 2 hrs. The reaction mixture was neutralized by adding 1N hydrochloric acid and water, and the precipitated crystals were collected by filtration to give (2E)-3-{3-[(4-{[2-(2-furyl)-5-methyl-1,3-oxazol-4-yl...